Dataset: the Open Reaction Database (ORD), a public repository of structured organic reaction records. Task: describe an organic reaction: reactants, conditions, products, and yield The solvent is C(=O)O (formic acid). Reactants: S1C=NC=C1C1=CC=C(C=C1)CN(C[C@@H]([C@H](CC1=CC=CC=C1)NC([C@@H](NC(=O)OC)C(C)(C)C)=O)O)NC(=O)OC(C)(C)C (1-[4-(thiazol-5-yl)-phenyl]-4(S)-hydroxy-2-(tert-butoxycarbonyl)amino-5(S)-N-(N-methoxycarbonyl-(L)-tert-leucyl)amino-6-phenyl-2-azahexane). Yields the product S1C=NC=C1C1=CC=C(C=C1)CN(C[C@@H]([C@H](CC1=CC=CC=C1)NC([C@@H](NC(=O)OC)C(C)(C)C)=O)O)N (1-[4-(Thiazol-5-yl)-phenyl]-4(S)-hydroxy-2-amino-5(S)-N-(N-methoxycarbonyl-(L)-tert-leucyl)amino-6-phenyl-2-azahexane). Procedure: 742 mg (1.16 mmol) of 1-[4-(thiazol-5-yl)-phenyl]-4(S)-hydroxy-2-(tert-butoxycarbonyl)amino-5(S)-N-(N-methoxycarbonyl-(L)-tert-leucyl)amino-6-phenyl-2-azahexane and 12 ml of formic acid are stirred at room temperature for 7 hours and then concentrated by evaporation. Sat. NaHCO3 solution and ethyl acetate are added to the residue; the aqueous phase is separated off and extracted with ethyl acetate. The organic phases are treated with water and brine, dried (Na2SO4) and concentrated by evaporatio... As a reaction SMILES: [S:1]1[C:5]([C:6]2[CH:11]=[CH:10][C:9]([CH2:12][N:13]([NH:38]C(OC(C)(C)C)=O)[CH2:14][C@H:15]([OH:37])[C@@H:16]([NH:24][C:25](=[O:36])[C@H:26]([C:32]([CH3:35])([CH3:34])[CH3:33])[NH:27][C:28]([O:30][CH3:31])=[O:29])[CH2:17][C:18]3[CH:23]=[CH:22][CH:21]=[CH:20][CH:19]=3)=[CH:8][CH:7]=2)=[CH:4][N:3]=[CH:2]1>C(O)=O>[S:1]1[C:5]([C:6]2[CH:7]=[CH:8][C:9]([CH2:12][N:13]([NH2:38])[CH2:14][C@H:15]([OH:37])[C@@H:16]([NH:24][C:25](=[O:36])[C@H:26]([C:32]([CH3:34])([CH3:35])[CH3:33])[NH:27][C:28]([O:30][CH3:31])=[O:29])[CH2:17][C:18]3[CH:23]=[CH:22][CH:21]=[CH:20][CH:19]=3)=[CH:10][CH:11]=2)=[CH:4][N:3]=[CH:2]1. The reactants are C(C)(=S)N (thioacetamide), BrC1C(C(CCC1)C(=O)OCC)=O (2-bromo-6-ethoxycarbonyl-cyclohexanone). The product is CC=1SC2=C(N1)CC(CC2)C(=O)OCC (2-Methyl-5-ethoxycarbonyl-4,5,6,7-tetrahydro-benzo[d]thiazole). Reaction SMILES: [C:1]([NH2:4])(=[S:3])[CH3:2].Br[CH:6]1[CH2:11][CH2:10][CH2:9][CH:8]([C:12]([O:14][CH2:15][CH3:16])=[O:13])[C:7]1=O>>[CH3:2][C:1]1[S:3][C:11]2[CH2:10][CH2:9][CH:8]([C:12]([O:14][CH2:15][CH3:16])=[O:13])[CH2:7][C:6]=2[N:4]=1. Reported procedure: The compound is prepared by action of thioacetamide on 2-bromo-5-ethoxycarbonyl cyclohexanone (II), as described in Example 1. B.P.0.4 =116°-120° C.